This data is from the Open Reaction Database (ORD), a public repository of structured organic reaction records. The task is: describe an organic reaction: reactants, conditions, products, and yield Reactants: C(C)(C)(C)OC(=O)N[C@H](C(=O)OC[C@H]1OC([C@](C1(C)O)(C)F)N1C(NC(C(=C1)C)=O)=O)C ((2S)-((2R,4R)-4-fluoro-3-hydroxy-3,4-dimethyl-5-(5-methyl-2,4-dioxo-3,4-dihydropyrimidin-1(2H)-yl)tetrahydrofuran-2-yl)methyl 2-(tert-butoxycarbonylamino)propanoate), FC(C(=O)O)(F)F (trifluoroacetic acid), C([O-])(O)=O.[Na+] (sodium bicarbonate), O (water). Solvent: ClCCl (dichloromethane). Run at time 1 hour. The product is NC(C(=O)OC[C@H]1OC([C@](C1(C)O)(C)F)N1C(NC(C(=C1)C)=O)=O)C (((2R,4R)-4-fluoro-3-hydroxy-3,4-dimethyl-5-(5-methyl-2,4-dioxo-3,4-dihydropyrimidin-1(2H)-yl)tetrahydrofuran-2-yl)methyl 2-aminopropanoate). Yield: 556.6%. As a reaction SMILES: C(OC([NH:8][C@@H:9]([CH3:32])[C:10]([O:12][CH2:13][C@@H:14]1[C:18]([OH:20])([CH3:19])[C@:17]([F:22])([CH3:21])[CH:16]([N:23]2[CH:28]=[C:27]([CH3:29])[C:26](=[O:30])[NH:25][C:24]2=[O:31])[O:15]1)=[O:11])=O)(C)(C)C.FC(F)(F)C(O)=O.O.C(=O)(O)[O-].[Na+]>ClCCl>[NH2:8][CH:9]([CH3:32])[C:10]([O:12][CH2:13][C@@H:14]1[C:18]([OH:20])([CH3:19])[C@:17]([F:22])([CH3:21])[CH:16]([N:23]2[CH:28]=[C:27]([CH3:29])[C:26](=[O:30])[NH:25][C:24]2=[O:31])[O:15]1)=[O:11] |f:3.4|. Procedure: To a stirred solution of (2S)-((2R,4R)-4-fluoro-3-hydroxy-3,4-dimethyl-5-(5-methyl-2,4-dioxo-3,4-dihydropyrimidin-1(2H)-yl)tetrahydrofuran-2-yl)methyl 2-(tert-butoxycarbonylamino)propanoate (Example 47, about 0.005 g, 0.01 mmol) in dichloromethane was added trifluoroacetic acid (about 0.01 ml, 0.10 mmol) at about 0° C. and stirred at room temperature for about 1 hour. Completion of the reaction monitored by thin-layer chromatography and water added to the reaction mixture. The aqueous layer was ... Starting materials: [OH-].[Na+] (NaOH), Cl.NO (hydroxylamine hydrochloride), FC1=C(C=CC(=C1)C(C(=O)NC#N)C)C1=CC=CC=C1 (N-(2-(2-fluoro-4-biphenylyl) propionyl)cyanamide). Solvent: N1=CC=CC=C1 (pyridine), C(C)O (ethanol). Conditions: time 1 hour. The product is NC1=NOC(=N1)C(C)C1=CC(=C(C=C1)C1=CC=CC=C1)F (3-amino-5-(1-(2-fluoro-4-biphenylyl)ethyl)-1,2,4-oxadiazole). Yield: 52.0%. As a reaction SMILES: Cl.[NH2:2]O.[F:4][C:5]1[CH:10]=[C:9]([CH:11]([CH3:17])[C:12]([NH:14][C:15]#[N:16])=[O:13])[CH:8]=[CH:7][C:6]=1[C:18]1[CH:23]=[CH:22][CH:21]=[CH:20][CH:19]=1.[OH-].[Na+]>N1C=CC=CC=1.C(O)C>[NH2:16][C:15]1[N:14]=[C:12]([CH:11]([C:9]2[CH:8]=[CH:7][C:6]([C:18]3[CH:19]=[CH:20][CH:21]=[CH:22][CH:23]=3)=[C:5]([F:4])[CH:10]=2)[CH3:17])[O:13][N:2]=1 |f:0.1,3.4|. Reported procedure: A mixture of 2-(2-fluoro-4-biphenylyl)propionic acid (5.00 g, 20.5 mmol) and thionyl chloride (10 ml) in benzene (50 ml) was stirred under reflux for 4 hr and the solution was evaporated under reduced pressure to afford the acid chloride. After the acid chloride was dissolved in acetone (15 ml), the solution was added to cyanamide (1.44 g, 30.8 mmol) in 2N-NaOH (16 ml) by portions at 0°-5° C. The mixture was controlled above pH 10 by 2N-NaOH during addition. After the addition, the mixture was s... Reactants: solution, FC(C(=O)O)(F)F (trifluoroacetic acid), N(=[N+]=[N-])C1=CC=C(COC(=O)NCCC[C@H](C(=O)O[C@@H]2[C@@H](O[C@H]([C@@H]2O)N2C3=NC=NC(=C3N=C2)N)COP(=O)(O)O[C@@H]2[C@H](O[C@H](C2)N2C(N=C(C=C2)N)=O)COP(=O)(O)O)NC(=O)OC(C)(C)C)C=C1 ((2S)-(2R,3S,4R,5R)-2-((((((2R,3S,5R)-5-(4-amino-2-oxopyrimidin-1(2H)-yl)-2-((phosphonooxy)methyl)tetrahydrofuran-3-yl)oxy) (hydroxy)phosphoryl)oxy)methyl)-5-(6-amino-9H-purin-9-yl)-4-hydroxytetrahydrofuran-3-yl 5-((((4-azidobenzyl)oxy)carbonyl)amino)-2-((tert-butoxycarbonyl)amino)pentanoate). Run in ClCCl (dichloromethane), ClCCl (dichloromethane). Conditions: time 20 minute. The product is N[C@@H](C(=O)O[C@@H]1[C@@H](O[C@H]([C@@H]1O)N1C2=NC=NC(=C2N=C1)N)COP(=O)(O)O[C@@H]1[C@H](O[C@H](C1)N1C(N=C(C=C1)N)=O)COP(=O)(O)O)CCCNC(=O)OCC1=CC=C(C=C1)N=[N+]=[N-] ((2S)-(2R,3S,4R,5R)-2-((((((2R,3S,5R)-5-(4-amino-2-oxopyrimidin-1(2H)-yl)-2-((phosphonooxy)methyl)tetrahydrofuran-3-yl)oxy)(hydroxy)phosphoryl)oxy)methyl)-5-(6-amino-9H-purin-9-yl)-4-hydroxytetrahydrofuran-3-yl 2-amino-5-((((4-azidobenzyl)oxy)carbonyl)amino)pentanoate). The yield is 21.1%. RXN SMILES: FC(F)(F)C(O)=O.[N:8]([C:11]1[CH:77]=[CH:76][C:14]([CH2:15][O:16][C:17]([NH:19][CH2:20][CH2:21][CH2:22][C@@H:23]([NH:68]C(OC(C)(C)C)=O)[C:24]([O:26][C@H:27]2[C@@H:31]([OH:32])[C@H:30]([N:33]3[CH:41]=[N:40][C:39]4[C:34]3=[N:35][CH:36]=[N:37][C:38]=4[NH2:42])[O:29][C@H:28]2[CH2:43][O:44][P:45]([O:48][C@H:49]2[CH2:53][C@H:52]([N:54]3[CH:59]=[CH:58][C:57]([NH2:60])=[N:56][C:55]3=[O:61])[O:51][C@@H:50]2[CH2:62][O:63][P:64]([OH:67])([OH:66])=[O:65])([OH:47])=[O:46])=[O:25])=[O:18])=[CH:13][CH:12]=1)=[N+:9]=[N-:10]>ClCCl>[NH2:68][C@H:23]([CH2:22][CH2:21][CH2:20][NH:19][C:17]([O:16][CH2:15][C:14]1[CH:13]=[CH:12][C:11]([N:8]=[N+:9]=[N-:10])=[CH:77][CH:76]=1)=[O:18])[C:24]([O:26][C@H:27]1[C@@H:31]([OH:32])[C@H:30]([N:33]2[CH:41]=[N:40][C:39]3[C:34]2=[N:35][CH:36]=[N:37][C:38]=3[NH2:42])[O:29][C@H:28]1[CH2:43][O:44][P:45]([O:48][C@H:49]1[CH2:53][C@H:52]([N:54]2[CH:59]=[CH:58][C:57]([NH2:60])=[N:56][C:55]2=[O:61])[O:51][C@@H:50]1[CH2:62][O:63][P:64]([OH:67])([OH:66])=[O:65])([OH:47])=[O:46])=[O:25]. Procedure: A 10% solution of trifluoroacetic acid in dichloromethane (0.4 mL) was added to a solution of (2S)-(2R,3S,4R,5R)-2-((((((2R,3S,5R)-5-(4-amino-2-oxopyrimidin-1(2H)-yl)-2-((phosphonooxy)methyl)tetrahydrofuran-3-yl)oxy) (hydroxy)phosphoryl)oxy)methyl)-5-(6-amino-9H-purin-9-yl)-4-hydroxytetrahydrofuran-3-yl 5-((((4-azidobenzyl)oxy)carbonyl)amino)-2-((tert-butoxycarbonyl)amino)pentanoate (Compound tk59) (22.7 mg, 0.022 mmol) in dichloromethane (0.4 mL), and the mixture was stirred at room temperature... The reactants are C(C)(C)(C)OC(N(C)C[C@@H]1CC[C@H](CC1)OCCCCOCC1=CC=CC=C1)=O (trans-[4-(4-benzyloxy-butoxy)-cyclohexylmethyl]-methyl-carbamic acid tert-butyl ester). The reagents and catalysts are [Pd] (palladium on charcoal). Solvent: CO (methanol). Product: C(C)(C)(C)OC(N(C)C[C@@H]1CC[C@H](CC1)OCCCCO)=O (trans-[4-(4-hydroxy-butoxy)-cyclohexylmethyl]-methyl-carbamic acid tert-butyl ester). Isolated yield 95.7%. RXN SMILES: [C:1]([O:5][C:6](=[O:29])[N:7]([CH2:9][C@H:10]1[CH2:15][CH2:14][C@H:13]([O:16][CH2:17][CH2:18][CH2:19][CH2:20][O:21]CC2C=CC=CC=2)[CH2:12][CH2:11]1)[CH3:8])([CH3:4])([CH3:3])[CH3:2]>CO.[Pd]>[C:1]([O:5][C:6](=[O:29])[N:7]([CH2:9][C@H:10]1[CH2:11][CH2:12][C@H:13]([O:16][CH2:17][CH2:18][CH2:19][CH2:20][OH:21])[CH2:14][CH2:15]1)[CH3:8])([CH3:2])([CH3:4])[CH3:3]. Procedure: 2.15 g (5.3 mmol) of trans-[4-(4-benzyloxy-butoxy)-cyclohexylmethyl]-methyl-carbamic acid tert-butyl ester were dissolved in 20.0 ml of methanol, 0.3 g palladium on charcoal (10%) were added and the reaction mixture hydrogenated at normal pressure until the consumption of hydrogen came to an end. Then, it was filtered over celite and evaporated giving 1.60 g (95.6%) of trans-[4-(4-hydroxy-butoxy)-cyclohexylmethyl]-methyl-carbamic acid tert-butyl ester as colorless viscous oil, MS: 315 (M+). Starting materials: CCn1c(=O)n(-c2ccc(O[Si](C(C)C)(C(C)C)C(C)C)cc2)c2nccc(C)c21, CCOC(C)=O, [Ca+2], [Cl-], [Cl-], O=C(OC(=O)C(F)(F)F)C(F)(F)F, NC(N)=O, [Na+], O=C([O-])O, OO. Product: CCn1c(=O)n(-c2ccc(O[Si](C(C)C)(C(C)C)C(C)C)cc2)c2c1c(C)cc[n+]2[O-]. As a reaction SMILES: [CH2:14]([CH3:15])[n:16]1[c:17](=[O:43])[n:18](-[c:26]2[cH:27][cH:28][c:29]([O:32][Si:33]([CH:34]([CH3:35])[CH3:36])([CH:37]([CH3:38])[CH3:39])[CH:40]([CH3:41])[CH3:42])[cH:30][cH:31]2)[c:19]2[n:20][cH:21][cH:22][c:23]([CH3:25])[c:24]12.[CH3:58][CH2:59][O:60][C:61]([CH3:62])=[O:63].[Ca+2:51].[Cl-:50].[Cl-:52].[F:1][C:2]([F:3])([F:5])[C:6](=[O:4])[O:7][C:8](=[O:9])[C:10]([F:11])([F:12])[F:13].[NH2:46][C:47]([NH2:48])=[O:49].[Na+:57].[O-:53][C:54]([OH:55])=[O:56].[OH:44][OH:45]>>[O-:4][n+:20]1[c:19]2[n:18](-[c:26]3[cH:27][cH:28][c:29]([O:32][Si:33]([CH:34]([CH3:35])[CH3:36])([CH:37]([CH3:38])[CH3:39])[CH:40]([CH3:41])[CH3:42])[cH:30][cH:31]3)[c:17](=[O:43])[n:16]([CH2:14][CH3:15])[c:24]2[c:23]([CH3:25])[cH:22][cH:21]1. RXN SMILES: [Br:34][CH2:35][CH:36]1[CH2:37][CH2:38][O:39][CH2:40][CH2:41]1.[CH2:1]([c:2]1[cH:3][cH:4][cH:5][cH:6][cH:7]1)[N:8]1[C:9](=[O:33])[CH2:10][N:11]([c:14]2[cH:15][c:16]3[cH:17][n:18][n:19]([Si:23]([CH:24]([CH3:25])[CH3:26])([CH:27]([CH3:28])[CH3:29])[CH:30]([CH3:31])[CH3:32])[c:20]3[cH:21][cH:22]2)[CH2:12][CH2:13]1.[CH2:43]1[O:44][CH2:45][CH2:46][CH2:47]1.[OH2:42]>>[CH2:1]([c:2]1[cH:3][cH:4][cH:5][cH:6][cH:7]1)[N:8]1[C:9](=[O:33])[CH:10]([CH2:35][CH:36]2[CH2:37][CH2:38][O:39][CH2:40][CH2:41]2)[N:11]([c:14]2[cH:15][c:16]3[cH:17][n:18][n:19]([Si:23]([CH:24]([CH3:25])[CH3:26])([CH:27]([CH3:28])[CH3:29])[CH:30]([CH3:31])[CH3:32])[c:20]3[cH:21][cH:22]2)[CH2:12][CH2:13]1. Product: CC(C)[Si](C(C)C)(C(C)C)n1ncc2cc(N3CCN(Cc4ccccc4)C(=O)C3CC3CCOCC3)ccc21. Reactants: BrCC1CCOCC1, CC(C)[Si](C(C)C)(C(C)C)n1ncc2cc(N3CCN(Cc4ccccc4)C(=O)C3)ccc21, C1CCOC1, O.